From a dataset of the Open Reaction Database (ORD), a public repository of structured organic reaction records. describe an organic reaction: reactants, conditions, products, and yield The reactants are ClCCOCC(=O)C1=CC2=C(SC=C2)C=C1F (2-(2-chloroethoxy)-1-(6-fluorobenzo[b]thiophen-5-yl)ethanone), C1(=CC=CC=C1)C1([C@@H]2N(B(O1)C)CCC2)C2=CC=CC=C2 ((R)-5,5-diphenyl-2-methyl-3,4-propano-1,3,2-oxazaborolidine), B (borane), O (water). Solvent: O1CCCC1 (tetrahydrofuran), O1CCCC1 (tetrahydrofuran), C(C)(=O)OCC (ethyl acetate). Run at time 1.5 hour. Yields the product ClCCOCC(O)C1=CC2=C(SC=C2)C=C1F ((+)-2-(2-chloroethoxy)-1-(6-fluoro-benzo[b]thiophen-5-yl)ethanol). Yield: 99.3%. Reaction SMILES: [Cl:1][CH2:2][CH2:3][O:4][CH2:5][C:6]([C:8]1[C:16]([F:17])=[CH:15][C:11]2[S:12][CH:13]=[CH:14][C:10]=2[CH:9]=1)=[O:7].C1(C2(C3C=CC=CC=3)OB(C)N3CCC[C@H]23)C=CC=CC=1.B.O>O1CCCC1.C(OCC)(=O)C>[Cl:1][CH2:2][CH2:3][O:4][CH2:5][CH:6]([C:8]1[C:16]([F:17])=[CH:15][C:11]2[S:12][CH:13]=[CH:14][C:10]=2[CH:9]=1)[OH:7]. Reported procedure: To a solution of 4.5 g of 2-(2-chloroethoxy)-1-(6-fluorobenzo[b]thiophen-5-yl)ethanone in 45 ml of tetrahydrofuran is added 0.46 g of (R)-5,5-diphenyl-2-methyl-3,4-propano-1,3,2-oxazaborolidine at -10° C., and thereafter, 9.9 ml of 1 M borane solution of tetrahydrofuran is dropwise added thereto. The temperature of the resulting mixture is elevated to room temperature, and the mixture is stirred at the same temperature for 1.5 hours, after which 100 ml of water and 100 ml of ethyl acetate are ad... Reactants: CCO, COc1ccc(C(N)=O)c([N+](=O)[O-])c1. Yields the product COc1ccc(C(N)=O)c(N)c1. Reaction SMILES: [CH3:15][CH2:16][OH:17].[CH3:1][O:2][c:3]1[cH:4][c:5]([N+:12]([O-:13])=[O:14])[c:6]([C:7](=[O:8])[NH2:9])[cH:10][cH:11]1>>[CH3:1][O:2][c:3]1[cH:4][c:5]([NH2:12])[c:6]([C:7](=[O:8])[NH2:9])[cH:10][cH:11]1. Starting materials: ClC(C)OC(=O)Cl (1-chloroethylchloroformate), C(C1=CC=CC=C1)N1CC2=C(N=CN=C2NC2=CC=C(C=C2)S(=O)(=O)C(F)(F)F)CC1 (6-Benzyl-5,6,7,8-tetrahydro-N-(4-(trifluoromethylsulfonyl)phenyl)pyrido[4,3-d]pyrimidin-4-amine), C(C)(C)N(C(C)C)CC (N,N-diisopropylethylamine). The solvent is C(Cl)(Cl)Cl (chloroform). Reaction conditions: time 30 minute. Product: FC(S(=O)(=O)C1=CC=C(C=C1)NC=1C2=C(N=CN1)CCNC2)(F)F (5,6,7,8-Tetrahydro-N-(4-(trifluoromethylsulfonyl)phenyl)pyrido[4,3-d]pyrimidin-4-amine). Yield: 82.7%. RXN SMILES: C([N:8]1[CH2:31][CH2:30][C:11]2[N:12]=[CH:13][N:14]=[C:15]([NH:16][C:17]3[CH:22]=[CH:21][C:20]([S:23]([C:26]([F:29])([F:28])[F:27])(=[O:25])=[O:24])=[CH:19][CH:18]=3)[C:10]=2[CH2:9]1)C1C=CC=CC=1.ClC(OC(Cl)=O)C.C(N(CC)C(C)C)(C)C>C(Cl)(Cl)Cl>[F:29][C:26]([F:27])([F:28])[S:23]([C:20]1[CH:21]=[CH:22][C:17]([NH:16][C:15]2[C:10]3[CH2:9][NH:8][CH2:31][CH2:30][C:11]=3[N:12]=[CH:13][N:14]=2)=[CH:18][CH:19]=1)(=[O:24])=[O:25]. Procedure: 6-Benzyl-5,6,7,8-tetrahydro-N-(4-(trifluoromethylsulfonyl)phenyl)pyrido[4,3-d]pyrimidin-4-amine (270 mg, 0.55 mmol) was dissolved in anhydrous chloroform (10 mL) and 1-chloroethylchloroformate was added (0.18 mL, 1.65 mmol). After stirring for 30 min, N,N-diisopropylethylamine was added (0.24 mL, 1.65 mmol) and the mixture was stirred for an additional 2 h. The chloroform was removed under vacuum and 30 ml of methanol was added and the mixture was heated for 30 min. Upon reaction completion, the...